From a dataset of the Open Reaction Database (ORD), a public repository of structured organic reaction records. describe an organic reaction: reactants, conditions, products, and yield The yield is 10.1%. Yields the product ClC1=C(C(=CC=C1)F)NC=1NC2=C(N1)C=C(C1=C2CC(O1)(C)C)C(=O)NC1(CC1)C1=CC=C(C=C1)C(F)(F)F (2-[(2-Chloro-6-fluorophenyl)amino]-7,7-dimethyl-N-{1-[4-(trifluoromethyl)phenyl]cyclopropyl}-7,8-dihydro-1H-furo[3,2-e]benzimidazole-5-carboxamide). Reported procedure: The title compound was prepared by following the procedure described for Example-108 using 2-[(2-chloro-6-fluorophenyl)amino]-7,7-dimethyl-7,8-dihydro-1H-furo[3,2-e]benzimidazole-5-carboxylic acid (Intermediate-15, 0.100 g, 0.266 mmol), thionyl chloride (2.0 mL), 1-[4-(trifluoromethyl)phenyl]cyclopropanamine (Intermediate-37, 0.078 g, 0.388 mmol), THF (5.0 mL) and DIPEA (2 mL). The obtained crude product was purified by column chromatography on basic alumina eluting with 0.7-1.0% MeOH:DCM to aff... The solvent is C1CCOC1 (THF). The reactants are ClC1=C(C(=CC=C1)F)NC=1NC2=C(N1)C=C(C1=C2CC(O1)(C)C)C(=O)O (2-[(2-chloro-6-fluorophenyl)amino]-7,7-dimethyl-7,8-dihydro-1H-furo[3,2-e]benzimidazole-5-carboxylic acid), CCN(C(C)C)C(C)C (DIPEA), S(=O)(Cl)Cl (thionyl chloride), FC(C1=CC=C(C=C1)C1(CC1)N)(F)F (1-[4-(trifluoromethyl)phenyl]cyclopropanamine). Reaction SMILES: [Cl:1][C:2]1[CH:7]=[CH:6][CH:5]=[C:4]([F:8])[C:3]=1[NH:9][C:10]1[NH:11][C:12]2[C:18]3[CH2:19][C:20]([CH3:23])([CH3:22])[O:21][C:17]=3[C:16]([C:24]([OH:26])=O)=[CH:15][C:13]=2[N:14]=1.S(Cl)(Cl)=O.[F:31][C:32]([F:44])([F:43])[C:33]1[CH:38]=[CH:37][C:36]([C:39]2([NH2:42])[CH2:41][CH2:40]2)=[CH:35][CH:34]=1.CCN(C(C)C)C(C)C>C1COCC1>[Cl:1][C:2]1[CH:7]=[CH:6][CH:5]=[C:4]([F:8])[C:3]=1[NH:9][C:10]1[NH:11][C:12]2[C:18]3[CH2:19][C:20]([CH3:23])([CH3:22])[O:21][C:17]=3[C:16]([C:24]([NH:42][C:39]3([C:36]4[CH:37]=[CH:38][C:33]([C:32]([F:31])([F:43])[F:44])=[CH:34][CH:35]=4)[CH2:41][CH2:40]3)=[O:26])=[CH:15][C:13]=2[N:14]=1. Reactants: CCOC(=O)CNC(=O)c1ccc(NCCCCCCCCCCCCCC[Si](C)(C)C)cc1, CCO, [Na+], [OH-]. Product: C[Si](C)(C)CCCCCCCCCCCCCCNc1ccc(C(=O)NCC(=O)O)cc1. RXN SMILES: [CH3:1][Si:2]([CH2:3][CH2:4][CH2:5][CH2:6][CH2:7][CH2:8][CH2:9][CH2:10][CH2:11][CH2:12][CH2:13][CH2:14][CH2:15][CH2:16][NH:17][c:18]1[cH:19][cH:20][c:21]([C:22]([NH:23][CH2:24][C:25](=[O:26])[O:27][CH2:28][CH3:29])=[O:30])[cH:31][cH:32]1)([CH3:33])[CH3:34].[CH3:37][CH2:38][OH:39].[Na+:36].[OH-:35]>>[CH3:1][Si:2]([CH2:3][CH2:4][CH2:5][CH2:6][CH2:7][CH2:8][CH2:9][CH2:10][CH2:11][CH2:12][CH2:13][CH2:14][CH2:15][CH2:16][NH:17][c:18]1[cH:19][cH:20][c:21]([C:22]([NH:23][CH2:24][C:25](=[O:26])[OH:27])=[O:30])[cH:31][cH:32]1)([CH3:33])[CH3:34]. Starting materials: CN(C)C(=S)S, CCO, Cc1c(Cl)sn(-c2ccccc2)c1=O, [I-], [Na+], [Na]. Product: Cc1c(SC(=S)N(C)C)sn(-c2ccccc2)c1=O. As a reaction SMILES: [CH3:15][N:16]([C:17]([SH:18])=[S:19])[CH3:20].[CH3:24][CH2:25][OH:26].[Cl:1][c:2]1[c:3]([CH3:14])[c:4](=[O:13])[n:5](-[c:7]2[cH:8][cH:9][cH:10][cH:11][cH:12]2)[s:6]1.[I-:23].[Na+:22].[Na:21]>>[c:2]1([S:19][C:17]([N:16]([CH3:15])[CH3:20])=[S:18])[c:3]([CH3:14])[c:4](=[O:13])[n:5](-[c:7]2[cH:8][cH:9][cH:10][cH:11][cH:12]2)[s:6]1. Starting materials: CO, Cc1ccc(S(=O)(=O)n2cc(S(=O)(=O)N3CCOCC3)c3cc(F)ccc32)cc1, [K+], [OH-]. Yields the product O=S(=O)(c1c[nH]c2ccc(F)cc12)N1CCOCC1. RXN SMILES: [CH3:32][OH:33].[F:1][c:2]1[cH:3][c:4]2[c:5]([S:21](=[O:22])(=[O:23])[N:24]3[CH2:25][CH2:26][O:27][CH2:28][CH2:29]3)[cH:6][n:7]([S:11]([c:12]3[cH:13][cH:14][c:15]([CH3:16])[cH:17][cH:18]3)(=[O:19])=[O:20])[c:8]2[cH:9][cH:10]1.[K+:31].[OH-:30]>>[F:1][c:2]1[cH:3][c:4]2[c:5]([S:21](=[O:22])(=[O:23])[N:24]3[CH2:25][CH2:26][O:27][CH2:28][CH2:29]3)[cH:6][nH:7][c:8]2[cH:9][cH:10]1. Reactants: C(C)(C)(C)C=1C=C(C(=S)S)C=C(C1O)C(C)(C)C (3,5-di-t-butyl-4-hydroxydithiobenzoic acid), CC(C)=C (isobutylene). Solvent: C1(=CC=CC=C1)C (toluene). Conditions: temperature 110 celsius. Yields the product C(C)(C)(C)C=1C=C(C(=S)SC(C)(C)C)C=C(C1O)C(C)(C)C (t-butyl 3,5-di-t-butyl-4-hydroxydithiobenzoate). RXN SMILES: [C:1]([C:5]1[CH:6]=[C:7]([CH:11]=[C:12]([C:15]([CH3:18])([CH3:17])[CH3:16])[C:13]=1[OH:14])[C:8]([SH:10])=[S:9])([CH3:4])([CH3:3])[CH3:2].[CH3:19][C:20](=[CH2:22])[CH3:21]>C1(C)C=CC=CC=1>[C:1]([C:5]1[CH:6]=[C:7]([CH:11]=[C:12]([C:15]([CH3:18])([CH3:17])[CH3:16])[C:13]=1[OH:14])[C:8]([S:10][C:20]([CH3:22])([CH3:21])[CH3:19])=[S:9])([CH3:4])([CH3:3])[CH3:2]. Procedure details: A solution of 14.1 g (0.05 mol) 3,5-di-t-butyl-4-hydroxydithiobenzoic acid and 5.6 g (0.1 mol) isobutylene in 20 ml toluene was placed in a glass bomb tube. The tube was sealed and heated at 110° C. for 2 hours. The tube was cooled and opened. The contents were removed and evaporated under reduced pressure to give the product as an orange solid, m.p. 128°-130° C. Elemental analysis of the product is tabulated in Table I. The reactants are CCOC(=O)C=P(c1ccccc1)(c1ccccc1)c1ccccc1, Cc1ccccc1, O=Cc1cccc2c1OCCO2. Yields the product O=P(c1ccccc1)(c1ccccc1)c1ccccc1. As a reaction SMILES: [CH2:13]([O:14][C:15]([CH:16]=[P:19]([c:20]1[cH:21][cH:22][cH:23][cH:24][cH:25]1)([c:26]1[cH:27][cH:28][cH:29][cH:30][cH:31]1)[c:32]1[cH:33][cH:34][cH:35][cH:36][cH:37]1)=[O:17])[CH3:18].[CH3:38][c:39]1[cH:40][cH:41][cH:42][cH:43][cH:44]1.[CH:1](=[O:2])[c:3]1[c:4]2[c:9]([cH:10][cH:11][cH:12]1)[O:8][CH2:7][CH2:6][O:5]2>>[O:2]=[P:19]([c:20]1[cH:21][cH:22][cH:23][cH:24][cH:25]1)([c:26]1[cH:27][cH:28][cH:29][cH:30][cH:31]1)[c:32]1[cH:33][cH:34][cH:35][cH:36][cH:37]1. As a reaction SMILES: [B:21]([Br:22])([Br:23])[Br:24].[CH2:25]([Cl:26])[Cl:27].[c:1]1([S:7](=[O:8])(=[O:9])[c:10]2[cH:11][c:12]([O:19][CH3:20])[c:13]([N+:16](=[O:17])[O-:18])[cH:14][cH:15]2)[cH:2][cH:3][cH:4][cH:5][cH:6]1>>[c:1]1([S:7](=[O:8])(=[O:9])[c:10]2[cH:11][c:12]([OH:19])[c:13]([N+:16](=[O:17])[O-:18])[cH:14][cH:15]2)[cH:2][cH:3][cH:4][cH:5][cH:6]1. The product is O=[N+]([O-])c1ccc(S(=O)(=O)c2ccccc2)cc1O. Starting materials: BrB(Br)Br, ClCCl, COc1cc(S(=O)(=O)c2ccccc2)ccc1[N+](=O)[O-].